From a dataset of the Open Reaction Database (ORD), a public repository of structured organic reaction records. describe an organic reaction: reactants, conditions, products, and yield The reactants are C=CC=O, ClCCl, CC(C)(C)OC(=O)C1CCCC1=O. The product is CC(C)(C)OC(=O)C1(CCC=O)CCCC1=O. RXN SMILES: [CH:1](=[O:2])[CH:3]=[CH2:4].[Cl:18][CH2:19][Cl:20].[O:5]=[C:6]1[CH:7]([C:11](=[O:12])[O:13][C:14]([CH3:15])([CH3:16])[CH3:17])[CH2:8][CH2:9][CH2:10]1>>[CH:1](=[O:2])[CH2:3][CH2:4][C:7]1([C:11](=[O:12])[O:13][C:14]([CH3:15])([CH3:16])[CH3:17])[C:6](=[O:5])[CH2:10][CH2:9][CH2:8]1. The reactants are Cl (HCl), NCC1=CC=C(C(=O)NC2=CC(=C(C=C2)Cl)C2=NC=CC=C2)C=C1 (4-(aminomethyl)-N-(4-chloro-3-(pyridin-2-yl)phenyl)benzamide), N1C(=NCC1)N1N=C(C=C1C)C (1-(4,5-dihydro-1H-imidazol-2-yl)-3,5-dimethyl-1H-pyrazole), CCN(C(C)C)C(C)C (DIPEA). Solvent: CN(C)C=O (DMF). The product is ClC1=C(C=C(C=C1)NC(C1=CC=C(C=C1)CNC=1NCCN1)=O)C1=NC=CC=C1 (N-(4-chloro-3-(pyridin-2-yl)phenyl)-4-((4,5-dihydro-1H-imidazol-2-ylamino)methyl)benzamide). As a reaction SMILES: Cl.[NH2:2][CH2:3][C:4]1[CH:25]=[CH:24][C:7]([C:8]([NH:10][C:11]2[CH:16]=[CH:15][C:14]([Cl:17])=[C:13]([C:18]3[CH:23]=[CH:22][CH:21]=[CH:20][N:19]=3)[CH:12]=2)=[O:9])=[CH:6][CH:5]=1.[NH:26]1[CH2:30][CH2:29][N:28]=[C:27]1N1C(C)=CC(C)=N1.CCN(C(C)C)C(C)C>CN(C=O)C>[Cl:17][C:14]1[CH:15]=[CH:16][C:11]([NH:10][C:8](=[O:9])[C:7]2[CH:6]=[CH:5][C:4]([CH2:3][NH:2][C:27]3[NH:28][CH2:29][CH2:30][N:26]=3)=[CH:25][CH:24]=2)=[CH:12][C:13]=1[C:18]1[CH:23]=[CH:22][CH:21]=[CH:20][N:19]=1. Procedure: 100 mg of the crude HCl salt of 4-(aminomethyl)-N-(4-chloro-3-(pyridin-2-yl)phenyl)benzamide was reacted with 80 mg of 1-(4,5-dihydro-1H-imidazol-2-yl)-3,5-dimethyl-1H-pyrazole and 110 of DIPEA in 1 mL of DMF in the microwave at 150° C. for 5 minutes. The crude product was concentrated to dryness and purified by reverse phase HPLC to yield N-(4-chloro-3-(pyridin-2-yl)phenyl)-4-((4,5-dihydro-1H-imidazol-2-ylamino)methyl)benzamide. MS (Q1) 406 (M)+.